Dataset: the Open Reaction Database (ORD), a public repository of structured organic reaction records. Task: describe an organic reaction: reactants, conditions, products, and yield The reactants are N1=CC=CC=C1 (pyridine), C(C1=CC=CC=C1)(=O)Cl (benzoyl chloride), C(C)(C)(C)OC(=O)NC1CC2=CC=C(C=C2C1)O (2-(tert-butoxycarbonylamino)-5-hydroxyindan). The solvent is C(Cl)Cl (methylene chloride). Conditions: time 8 hour. Product: C(C)(C)(C)OC(=O)NC1CC2=CC=C(C=C2C1)OC(C1=CC=CC=C1)=O (2-(tert-butoxycarbonylamino)-5-benzoyloxyindan). The yield is 92.5%. RXN SMILES: [C:1]([O:5][C:6]([NH:8][CH:9]1[CH2:17][C:16]2[C:11](=[CH:12][CH:13]=[C:14]([OH:18])[CH:15]=2)[CH2:10]1)=[O:7])([CH3:4])([CH3:3])[CH3:2].N1C=CC=CC=1.[C:25](Cl)(=[O:32])[C:26]1[CH:31]=[CH:30][CH:29]=[CH:28][CH:27]=1>C(Cl)Cl>[C:1]([O:5][C:6]([NH:8][CH:9]1[CH2:17][C:16]2[C:11](=[CH:12][CH:13]=[C:14]([O:18][C:25](=[O:32])[C:26]3[CH:31]=[CH:30][CH:29]=[CH:28][CH:27]=3)[CH:15]=2)[CH2:10]1)=[O:7])([CH3:4])([CH3:2])[CH3:3]. Procedure details: 2-(tert-butoxycarbonylamino)-5-hydroxyindan (100 mg, 0.40 mmol) synthesized in Reference Production Example 1 was dissolved in dry methylene chloride (2 ml), to which pyridine (0.15 ml, 1.8 mmol) and benzoyl chloride (0.14 ml, 1.1 mmol) were added, and the mixture was stirred overnight at room temperature. The reaction mixture was concentrated under reduced pressure, to which diethylether was added. The organic layer was washed with, in the order of, an aqueous solution of saturated potassium hy... Starting materials: cupric bromide, N12CCCCCC2=NCCC1 (1,8-diazabicyclo[5.4.0]undec-7-ene), cupric bromide, cupric bromide, N12CCCCCC2=NCCC1 (1,8-diazabicyclo[5.4.0]undec-7-ene), cupric bromide, N12CCCCCC2=NCCC1 (1,8-diazabicyclo[5.4.0]undec-7-ene), cupric bromide, N12CCCCCC2=NCCC1 (1,8-diazabicyclo[5.4.0]undec-7-ene), O1C=NCC1 (oxazoline), N12CCCCCC2=NCCC1 (1,8-diazabicyclo-[5.4.0]undec-7-ene), solution, [OH-].[NH4+] (ammonium hydroxide), [Cl-].[NH4+] (ammonium chloride). Solvent: C(C)(=O)OCC (ethyl acetate), C(Cl)(Cl)Cl (chloroform), C(C)(=O)OCC (ethyl acetate). Conditions: time 17 hour. The product is O1C=NC=C1 (oxazole), O1C=NCC1 (oxazoline). Yield: 16.0%. Reaction SMILES: N12CCCN=C1CCCCC2.[O:12]1[CH2:16][CH2:15][N:14]=[CH:13]1.[OH-].[NH4+].[Cl-].[NH4+]>C(OCC)(=O)C.C(Cl)(Cl)Cl>[O:12]1[CH:16]=[CH:15][N:14]=[CH:13]1.[O:12]1[CH2:16][CH2:15][N:14]=[CH:13]1 |f:2.3,4.5|. Reported procedure: To a stirred mixture of cupric bromide (2.27 g, 10.2 mmol) in 15 mL of ethyl acetate under argon at room temperature was added 1,8-diazabicyclo-[5.4.0]undec-7-ene (3.04 mL, 20.3 mmol). The mixture was stirred at room temperature for 30 minutes, at which time a solution of oxazoline D (2.63 g, 4.84 mmol) in 15 mL of chloroform was added. The mixture was stirred at room temperature for 17 hours and another batch of cupric bromide (2.27 g, 10.2 mmol) and 1,8-diazabicyclo[5.4.0]undec-7-ene (1.52 mL,... Starting materials: NO.O (NH2OH.H2O), CuSO4.5H2O, C(C#C)(=O)OC (methyl propiolate), CC(C)(C)C=O (Pivaldehyde), C1CC(=O)N(C1=O)Cl (NCS), Cu. Solvent: O (H2O), CN(C)C=O (DMF). Conditions: time 4 hour. The product is COC(=O)C1=CC(=NO1)C(C)(C)C (3-tert-Butylisoxazole-5-carboxylic acid methyl ester). RXN SMILES: [CH3:1][C:2]([CH:5]=O)([CH3:4])[CH3:3].[NH2:7][OH:8].O.C1C(=O)N(Cl)C(=O)C1.[C:18]([O:22][CH3:23])(=[O:21])[C:19]#[CH:20]>CN(C=O)C.O>[CH3:23][O:22][C:18]([C:19]1[O:8][N:7]=[C:5]([C:2]([CH3:1])([CH3:3])[CH3:4])[CH:20]=1)=[O:21] |f:1.2|. Procedure details: Pivaldehyde (1.10 mL, 10.0 mmol) was dissolved in dry DMF (10 mL), and NH2OH.H2O (0.590 mL of 55 wt % aqueous solution, 10.5 mmol) was added via syringe. The resulting mixture was stirred at room temperature for 4 h, NCS (1.40 g, 10.5 mmol) was added in small portions, and the resulting mixture was stirred at room temperature for 1 h. CuSO4.5H2O (75.0 mg, 0.300 mmol), methyl propiolate (1.07 mL, 12.0 mmol), and H2O (5 mL) were added followed by Cu powder (25.0 mg, 0.393 mmol). The resulting mixt...